This data is from the Open Reaction Database (ORD), a public repository of structured organic reaction records. The task is: describe an organic reaction: reactants, conditions, products, and yield The reactants are CCO, Clc1ccc(C#Cc2cncnc2Cl)cc1, Nc1ccc(O)cc1. Yields the product Cl, Oc1ccc(Nc2ncncc2C#Cc2ccc(Cl)cc2)cc1. Reaction SMILES: [CH3:25][CH2:26][OH:27].[Cl:1][c:2]1[n:3][cH:4][n:5][cH:6][c:7]1[C:8]#[C:9][c:10]1[cH:11][cH:12][c:13]([Cl:16])[cH:14][cH:15]1.[OH:17][c:18]1[cH:19][cH:20][c:21]([NH2:22])[cH:23][cH:24]1>>[ClH:1].[c:2]1([NH:22][c:21]2[cH:20][cH:19][c:18]([OH:17])[cH:24][cH:23]2)[n:3][cH:4][n:5][cH:6][c:7]1[C:8]#[C:9][c:10]1[cH:11][cH:12][c:13]([Cl:16])[cH:14][cH:15]1. The reactants are Brc1ccc(N2CCNCC2)nc1, CN(C)Cc1c[nH]c2ncccc12, Cc1ccccc1. The product is Brc1ccc(N2CCN(Cc3c[nH]c4ncccc34)CC2)nc1. As a reaction SMILES: [Br:1][c:2]1[cH:3][cH:4][c:5]([N:8]2[CH2:9][CH2:10][NH:11][CH2:12][CH2:13]2)[n:6][cH:7]1.[CH3:14][N:15]([CH3:16])[CH2:17][c:18]1[cH:19][nH:20][c:21]2[n:22][cH:23][cH:24][cH:25][c:26]12.[CH3:27][c:28]1[cH:29][cH:30][cH:31][cH:32][cH:33]1>>[Br:1][c:2]1[cH:3][cH:4][c:5]([N:8]2[CH2:9][CH2:10][N:11]([CH2:17][c:18]3[cH:19][nH:20][c:21]4[n:22][cH:23][cH:24][cH:25][c:26]34)[CH2:12][CH2:13]2)[n:6][cH:7]1. The reactants are NC1=CC(=C(C(=C1)Cl)OC)Cl (4-Amino-2,6-dichloroanisole), CN(C1=CC=CC=C1)C (N,N-dimethylaniline), C(C)(=O)OC=1C(C(=O)O)=CC=CC1 (Acetylsalicylic acid), Cl (hydrochloric acid), acid chloride, S(=O)(Cl)Cl (thionyl chloride), C(C)(=O)OC=1C(C(=O)Cl)=CC=CC1 (acetylsalicyloyl chloride). Solvent: CC(=O)C (acetone), CC(=O)C (acetone), CC(=O)C (acetone). Conditions: time 1.5 hour. Yields the product ClC=1C=C(C(=O)NC2=C(C=CC=C2)O)C=C(C1OC)Cl (3,5-dichloro-2'-hydroxy-4-methoxybenzanilide). Yield: 64.0%. Reaction SMILES: C([O:4][C:5]1[C:6](=[CH:10][CH:11]=[CH:12][CH:13]=1)C(O)=O)(=O)C.S(Cl)(Cl)=O.N[C:19]1[CH:24]=[C:23]([Cl:25])[C:22]([O:26][CH3:27])=[C:21]([Cl:28])[CH:20]=1.C[N:30]([CH3:37])C1C=CC=CC=1.C(OC1C(=CC=CC=1)C(Cl)=O)(=[O:40])C.Cl>CC(C)=O>[Cl:28][C:21]1[CH:20]=[C:19]([CH:24]=[C:23]([Cl:25])[C:22]=1[O:26][CH3:27])[C:37]([NH:30][C:6]1[CH:10]=[CH:11][CH:12]=[CH:13][C:5]=1[OH:4])=[O:40]. Procedure details: Acetylsalicylic acid (1.8 g.) was converted to its acid chloride by conventional method using thionyl chloride and dissolved in acetone (30 ml.). 4-Amino-2,6-dichloroanisole (2.13 g.) with N,N-dimethylaniline (1.27 ml.) was dissolved in acetone (25 ml.) to which, with stirring in the cold at 0°-10° C., the above acetone solution of acetylsalicyloyl chloride was added dropwise over 20-30 minutes. Reaction continued for 1-2 hours, then the solution was evaporated to dryness under reduced pressure,... Starting materials: ClC1=NC(=NC=C1F)OCC1=CC(=CC=C1)OC (4-chloro-5-fluoro-2-(3-methoxybenzyl-oxy)pyrimidine), CCO (EtOH), O.NN (Hydrazine monohydrate). Solvent: O (water). Reaction conditions: time 22 hour. Product: FC=1C(=NC(=NC1)OCC1=CC(=CC=C1)OC)NN (5-fluoro-4-hydrazinyl-2-(3-methoxybenzyloxy)pyrimidine). RXN SMILES: Cl[C:2]1[C:7]([F:8])=[CH:6][N:5]=[C:4]([O:9][CH2:10][C:11]2[CH:16]=[CH:15][CH:14]=[C:13]([O:17][CH3:18])[CH:12]=2)[N:3]=1.CCO.O.[NH2:23][NH2:24]>O>[F:8][C:7]1[C:2]([NH:23][NH2:24])=[N:3][C:4]([O:9][CH2:10][C:11]2[CH:16]=[CH:15][CH:14]=[C:13]([O:17][CH3:18])[CH:12]=2)=[N:5][CH:6]=1 |f:2.3|. Reported procedure: A 125 mL Erlenmeyer flask was charged with 4-chloro-5-fluoro-2-(3-methoxybenzyl-oxy)pyrimidine (1.50 g, 5.58 mmol) and EtOH (50 mL). Hydrazine monohydrate (900 μL, 18.5 mmol) was added, and the resulting mixture was allowed to stir at room temperature. After 22 h, the reaction was transferred to a 500 mL Erlenmeyer flask and diluted with water (200 mL), whereupon a white solid began to precipitate from solution. After stirring for 7 h, solid product was collected in a fritted funnel and rinsed w... As a reaction SMILES: [CH3:29][c:30]1[cH:31][cH:32][cH:33][cH:34][cH:35]1.[Cl:22][CH2:23][CH:24]([CH2:25][OH:26])[OH:27].[OH2:28].[OH:1][c:2]1[cH:3][c:4]2[c:8]([cH:9][cH:10]1)[NH:7][C:6](=[O:11])[C:5]2=[CH:12][c:13]1[cH:14][nH:15][c:16]2[n:17][cH:18][cH:19][cH:20][c:21]12>>[O:1]([c:2]1[cH:3][c:4]2[c:8]([cH:9][cH:10]1)[NH:7][C:6](=[O:11])[C:5]2=[CH:12][c:13]1[cH:14][nH:15][c:16]2[n:17][cH:18][cH:19][cH:20][c:21]12)[CH2:23][CH:24]([CH2:25][OH:26])[OH:27]. Yields the product O=C1Nc2ccc(OCC(O)CO)cc2C1=Cc1c[nH]c2ncccc12. The reactants are Cc1ccccc1, OCC(O)CCl, O, O=C1Nc2ccc(O)cc2C1=Cc1c[nH]c2ncccc12.